From a dataset of the Open Reaction Database (ORD), a public repository of structured organic reaction records. describe an organic reaction: reactants, conditions, products, and yield Starting materials: NC1=CC=C(C=C1)C1CC(CC1)C(=O)OC (methyl 3-(4-aminophenyl)cyclopentanecarboxylate), [N+](=O)([O-])C1=CC=C(C=C1)C1CC(CC1)C(=O)OC (methyl 3-(4-nitrophenyl)cyclopentanecarboxylate), NC1=CC=C(C=C1)[C@H]1CC(CC1)=CC(=O)OCC (ethyl [(3R)-3-(4-aminophenyl)cyclopentylidene]acetate). Product: NC1=CC=C(C=C1)[C@H]1CC(CC1)CC(=O)OCC (Ethyl [(3R)-3-(4-aminophenyl)cyclopentyl]acetate). As a reaction SMILES: NC1C=CC(C2CCC(C(OC)=O)C2)=CC=1.[N+](C1C=CC(C2CCC(C(OC)=O)C2)=CC=1)([O-])=O.[NH2:35][C:36]1[CH:41]=[CH:40][C:39]([C@@H:42]2[CH2:46][CH2:45][C:44](=[CH:47][C:48]([O:50][CH2:51][CH3:52])=[O:49])[CH2:43]2)=[CH:38][CH:37]=1>>[NH2:35][C:36]1[CH:37]=[CH:38][C:39]([C@@H:42]2[CH2:46][CH2:45][CH:44]([CH2:47][C:48]([O:50][CH2:51][CH3:52])=[O:49])[CH2:43]2)=[CH:40][CH:41]=1. Procedure details: Following the procedure described for methyl 3-(4-aminophenyl)cyclopentanecarboxylate, replacing methyl 3-(4-nitrophenyl)cyclopentanecarboxylate (Intermediate 84(ii)) with ethyl [(3R)-3-(4-aminophenyl)cyclopentylidene]acetate, the title compound was obtained; 1H NMR δ 1.18 (t, 3H), 1.21-1.76 (m, 2H), 1.80-2.12 (m, 2H), 2.23-2.48 (m, 2H), 2.80-3.01 (m, 1H), 3.16-3.30 (m, 2H), 4.06 (q, 2H), 4.79 (s, 2H), 6.45-6.51 (m, 2H), 6.84-6.91 (m, 2H); MS m/e M+MeCN 289. The reactants are CO, Cn1ncc(Cl)c1-c1cc(C(=O)NC(CC2CCCCC2)CN2C(=O)c3ccccc3C2=O)sc1Cl, NN, C1CCOC1. The product is Cn1ncc(Cl)c1-c1cc(C(=O)NC(CN)CC2CCCCC2)sc1Cl. As a reaction SMILES: [CH3:44][OH:45].[Cl:1][c:2]1[c:3](-[c:30]2[c:31]([Cl:36])[cH:32][n:33][n:34]2[CH3:35])[cH:4][c:5]([C:7](=[O:8])[NH:9][CH:10]([CH2:11][CH:12]2[CH2:13][CH2:14][CH2:15][CH2:16][CH2:17]2)[CH2:18][N:19]2[C:20](=[O:21])[c:22]3[c:23]([cH:24][cH:25][cH:26][cH:27]3)[C:28]2=[O:29])[s:6]1.[NH2:37][NH2:38].[O:39]1[CH2:40][CH2:41][CH2:42][CH2:43]1>>[Cl:1][c:2]1[c:3](-[c:30]2[c:31]([Cl:36])[cH:32][n:33][n:34]2[CH3:35])[cH:4][c:5]([C:7](=[O:8])[NH:9][CH:10]([CH2:11][CH:12]2[CH2:13][CH2:14][CH2:15][CH2:16][CH2:17]2)[CH2:18][NH2:19])[s:6]1. Starting materials: Br.C(C)OC(=O)C1=C(NC=2C=3C=CN=CC3CCC21)Br (2-Bromo-4,5-dihydro-1H-pyrrolo[2,3-f]isoquinoline-3-carboxylic acid ethyl ester hydrobromide), [Li+].[Cl-] (LiCl), Na2CO3.10H2O. The reagents and catalysts are Cl[Pd]([P](C1=CC=CC=C1)(C2=CC=CC=C2)C3=CC=CC=C3)([P](C4=CC=CC=C4)(C5=CC=CC=C5)C6=CC=CC=C6)Cl ((Ph3P)2PdCl2). The solvent is CCO (EtOH), C1(=CC=CC=C1)C (toluene). Run at temperature 150 celsius. The product is C(C)OC(=O)C1=CNC=2C=3C=CN=CC3CCC21 (4,5-Dihydro-1H-pyrrolo[2,3-f]isoquinoline-3-carboxylic acid ethyl ester). Yield: 50.0%. Reaction SMILES: Br.[CH2:2]([O:4][C:5]([C:7]1[C:19]2[CH2:18][CH2:17][C:16]3[CH:15]=[N:14][CH:13]=[CH:12][C:11]=3[C:10]=2[NH:9][C:8]=1Br)=[O:6])[CH3:3].[Li+].[Cl-]>CCO.C1(C)C=CC=CC=1.Cl[Pd](Cl)([P](C1C=CC=CC=1)(C1C=CC=CC=1)C1C=CC=CC=1)[P](C1C=CC=CC=1)(C1C=CC=CC=1)C1C=CC=CC=1>[CH2:2]([O:4][C:5]([C:7]1[C:19]2[CH2:18][CH2:17][C:16]3[CH:15]=[N:14][CH:13]=[CH:12][C:11]=3[C:10]=2[NH:9][CH:8]=1)=[O:6])[CH3:3] |f:0.1,2.3,^1:35,54|. Procedure details: A mixture of 2-bromo-4,5-dihydro-1H-pyrrolo[2,3-f]isoquinoline-3-carboxylic acid ethyl ester F1 (0.5 mmol), LiCl (1.49 mmol), Na2CO3.10H2O (1.74 mmol) and (Ph3P)2PdCl2 (0.005 mmol) in EtOH (4 mL) and toluene (4 mL) was heated with microwave irradiation to 150° C. for 20 min. The solvents were removed, DCM was added and the mixture washed with water. The organic layer was dried (Na2SO4), filtered and the solvent evaporated. The crude obtained was purified by chromatography on silica gel (DCM/MeOH... Reactants: C(C)(=O)OC1=CC=C(C=C1)O (4-acetoxyphenol), N1(CCNCC1)C(=S)SC (methyl 1-piperazinecarbodithioate), C=O (paraformaldehyde). Solvent: C(Cl)(Cl)Cl (chloroform), C(Cl)(Cl)Cl (chloroform). The product is C(C)(=O)OC=1C=CC(=C(CN2CCN(CC2)C(=S)SC)C1)O (Methyl 4-(5-acetoxy-2-hydroxybenzyl)-1-piperazinecarbodithioate). Isolated yield 65.9%. Reaction SMILES: [C:1]([O:4][C:5]1[CH:10]=[CH:9][C:8]([OH:11])=[CH:7][CH:6]=1)(=[O:3])[CH3:2].[N:12]1([C:18]([S:20][CH3:21])=[S:19])[CH2:17][CH2:16][NH:15][CH2:14][CH2:13]1.[CH2:22]=O>C(Cl)(Cl)Cl>[C:1]([O:4][C:5]1[CH:10]=[CH:9][C:8]([OH:11])=[C:7]([CH:6]=1)[CH2:22][N:15]1[CH2:16][CH2:17][N:12]([C:18]([S:20][CH3:21])=[S:19])[CH2:13][CH2:14]1)(=[O:3])[CH3:2]. Procedure: To 5 ml of chloroform were added 152 mg of 4-acetoxyphenol, 211 mg of methyl 1-piperazinecarbodithioate and 36 mg of paraformaldehyde. The resulting mixture was refluxed for 4 hours. The mixture was cooled, and to this was added chloroform. The mixture was then washed with water and a saturated aqueous sodium chloride solution, dried over anhydrous sodium sulfate and placed under reduced pressure to distill of the solvent. The residue was purified by silica gel column chromatography to yield an ...